This data is from the Open Reaction Database (ORD), a public repository of structured organic reaction records. The task is: describe an organic reaction: reactants, conditions, products, and yield Starting materials: N (ammonia), C(C)(C)(C)OC(=O)N[C@@H]1C[C@H](CC1)OC1=C(C=CC(=C1)F)NC=1C2=C(N=CN1)SC(=C2C)C(=O)O (4-[2-((1S,3S)-3-tert-butoxycarbonylamino-cyclopentyloxy)-4-fluoro-phenylamino]-5-methyl-thieno[2,3-d]pyrimidine-6-carboxylic acid), CN(C)C(=[N+](C)C)ON1C2=C(C=CC=C2)N=N1.[B-](F)(F)(F)F (TBTU), CCN(C(C)C)C(C)C (DIPEA). The solvent is O1CCOCC1 (dioxane), CN(C)C=O (DMF), C1CCOC1 (THF). Run at time 30 minute. Product: C(C)(C)(C)OC(N[C@@H]1C[C@H](CC1)OC1=C(C=CC(=C1)F)NC=1C2=C(N=CN1)SC(=C2C)C(N)=O)=O ({(1S,3S)-3-[2-(6-Carbamoyl-5-methyl-thieno[2,3-d]pyrimidin-4-ylamino)-5-fluoro-phenoxy]-cyclopentyl}-carbamic acid tert-butyl ester). Reaction SMILES: [C:1]([O:5][C:6]([NH:8][C@H:9]1[CH2:13][CH2:12][C@H:11]([O:14][C:15]2[CH:20]=[C:19]([F:21])[CH:18]=[CH:17][C:16]=2[NH:22][C:23]2[C:24]3[C:31]([CH3:32])=[C:30]([C:33]([OH:35])=O)[S:29][C:25]=3[N:26]=[CH:27][N:28]=2)[CH2:10]1)=[O:7])([CH3:4])([CH3:3])[CH3:2].C[N:37](C(ON1N=NC2C=CC=CC1=2)=[N+](C)C)C.[B-](F)(F)(F)F.CCN(C(C)C)C(C)C.N>C1COCC1.O1CCOCC1.CN(C=O)C>[C:1]([O:5][C:6](=[O:7])[NH:8][C@H:9]1[CH2:13][CH2:12][C@H:11]([O:14][C:15]2[CH:20]=[C:19]([F:21])[CH:18]=[CH:17][C:16]=2[NH:22][C:23]2[C:24]3[C:31]([CH3:32])=[C:30]([C:33](=[O:35])[NH2:37])[S:29][C:25]=3[N:26]=[CH:27][N:28]=2)[CH2:10]1)([CH3:2])([CH3:3])[CH3:4] |f:1.2|. Reported procedure: A mixture of 4-[2-((1S,3S)-3-tert-butoxycarbonylamino-cyclopentyloxy)-4-fluoro-phenylamino]-5-methyl-thieno[2,3-d]pyrimidine-6-carboxylic acid (115 mg), TBTU (81 mg) and DIPEA (88 μl) in THF (15 ml) was stirred at rt for 30 minutes. After the addition of 0.5 M ammonia in dioxane (458 μl) and DMF the mixture was stirred at rt overnight. The reaction mixture was concentrated, diluted with water and extracted with DCM. The organic layer was concentrated and the crude was purified by chromatography ... The reactants are CC(C)(C)OC(=O)NC1CCCNC1, O=C([O-])[O-], CC#CCN(CC(=O)OCC)C(=NC#N)Oc1ccccc1, CN(C)C=O, [K+], [K+], O. The product is CC#CCN(CC(=O)OCC)C(=NC#N)N1CCCC(NC(=O)OC(C)(C)C)C1. RXN SMILES: [C:23]([CH3:24])([CH3:25])([CH3:26])[O:27][C:28](=[O:29])[NH:30][CH:31]1[CH2:32][NH:33][CH2:34][CH2:35][CH2:36]1.[C:37](=[O:38])([O-:39])[O-:40].[CH2:1]([CH3:2])[O:3][C:4](=[O:5])[CH2:6][N:7]([C:8]([O:9][c:10]1[cH:11][cH:12][cH:13][cH:14][cH:15]1)=[N:16][C:17]#[N:18])[CH2:19][C:20]#[C:21][CH3:22].[CH3:44][N:45]([CH3:46])[CH:47]=[O:48].[K+:41].[K+:42].[OH2:43]>>[CH2:1]([CH3:2])[O:3][C:4](=[O:5])[CH2:6][N:7]([C:8](=[N:16][C:17]#[N:18])[N:33]1[CH2:32][CH:31]([NH:30][C:28]([O:27][C:23]([CH3:24])([CH3:25])[CH3:26])=[O:29])[CH2:36][CH2:35][CH2:34]1)[CH2:19][C:20]#[C:21][CH3:22]. Starting materials: C1(CC1)CCCCCCOC1=C(C(=C(C(=O)O)C=C1)F)F (4-(6-cyclopropylhexyloxy)-2,3-difluorobenzoic acid), C1(CCCCC1)N=C=NC1CCCCC1 (dicyclohexyl-carbodiimide), CN(C)C1=NC=CC=C1 (dimethylaminopyridine), C(CCCCCCC)C=1C=NC(=NC1)C1=CC=C(C=C1)O (4-(5-octylpyrimidin-2-yl)phenol). The solvent is C(Cl)Cl (methylene chloride). Yields the product C1(CC1)CCCCCCCCOC1=C(C(=C(C(=O)O)C=C1)F)F (4-(8-cyclopropyloctyloxy)-2,3-difluorobenzoic acid). Reaction SMILES: [CH:1]1([CH2:4][CH2:5][CH2:6][CH2:7][CH2:8][CH2:9][O:10][C:11]2[CH:19]=[CH:18][C:14]([C:15]([OH:17])=[O:16])=[C:13]([F:20])[C:12]=2[F:21])[CH2:3][CH2:2]1.[CH:22]1(N=C=NC2CCCCC2)CCCC[CH2:23]1.CN(C1C=CC=CN=1)C.C(C1C=NC(C2C=CC(O)=CC=2)=NC=1)CCCCCCC>C(Cl)Cl>[CH:2]1([CH2:3][CH2:1][CH2:4][CH2:5][CH2:6][CH2:7][CH2:8][CH2:9][O:10][C:11]2[CH:19]=[CH:18][C:14]([C:15]([OH:17])=[O:16])=[C:13]([F:20])[C:12]=2[F:21])[CH2:23][CH2:22]1. Reported procedure: 1.2 g of 4-(6-cyclopropylhexyloxy)-2,3-difluorobenzoic acid were added to a solution of 0.84 g of dicyclohexyl-carbodiimide, 50 mg of dimethylaminopyridine and 1.15 g of 4-(5-octylpyrimidin-2-yl)phenol in 50 ml of methylene chloride. After a reaction time of 24 hours, the precipitate (dicyclohexylurea) was filtered off with suction. The filtrate was freed from solvent and chromatographed (SiO2, CH2Cl2). The reactants are C1[C@@H]2[C@H]1[C@@H](CC1=CC[C@H]3[C@@H]4CC[C@@H]([C@@]4(C)CC[C@@H]3[C@@]21COC2OCCCC2)O)O (1β,2β-methylene-19-tetrahydropyranyloxy-5-androstene-3β,17β-diol), CC(=O)C.OS(=O)(=O)O.O=[Cr](=O)=O (Jones Reagent). Run in CC(=O)C (acetone). Run at time 10 minute. Yields the product OC[C@]12[C@H]3[C@@H](C(C=C1CC[C@H]1[C@@H]4CCC([C@@]4(C)CC[C@H]21)=O)=O)C3 (19-hydroxy-1β,2β-methylene-4-androstene-3,17-dione). Reaction SMILES: [CH2:1]1[C@@H:3]2[C@H:4]([OH:29])[CH2:5][C:6]3[C@:19]([CH2:20][O:21]C4CCCCO4)([C@H:2]12)[C@@H:18]1[C@H:9]([C@H:10]2[C@@:14]([CH2:16][CH2:17]1)([CH3:15])[C@@H:13]([OH:28])[CH2:12][CH2:11]2)[CH2:8][CH:7]=3.CC(C)=O.OS(O)(=O)=O.O=[Cr](=O)=O>CC(C)=O>[OH:21][CH2:20][C@@:19]12[C@@H:18]3[C@H:9]([C@H:10]4[C@@:14]([CH2:16][CH2:17]3)([CH3:15])[C:13](=[O:28])[CH2:12][CH2:11]4)[CH2:8][CH2:7][C:6]1=[CH:5][C:4](=[O:29])[C@H:3]1[CH2:1][C@@H:2]21 |f:1.2.3|. Reported procedure: The 1β,2β-methylene-19-tetrahydropyranyloxy-5-androstene-3β,17β-diol is dissolved in acetone and Jones Reagent added until a persistent yellow-orange color appears. After stirring at room temperature for 10 minutes the mixture is poured onto ice water and the precipitate which forms is collected by filtration. This precipitate is dissolved in a solution of hydrochloric acid in aqueous methanol and stirred for 30 minutes at room temperature. The methanol is removed by evaporation and the residue ... Reactants: [N+](=O)([O-])C1=CC=C([C@](C(=O)O)(O)C2=CC=CC=C2)C=C1 ((R)-4-nitrobenzilic acid), NN (hydrazine). Reagents/catalysts: [Ni] (Ni). The solvent is C(C)O (ethanol). Conditions: time 18 hour. Yields the product NC1=CC=C([C@](C(=O)O)(O)C2=CC=CC=C2)C=C1 ((R)-4-aminobenzilic acid). The yield is 82.0%. Reaction SMILES: [N+:1]([C:4]1[CH:20]=[CH:19][C:7]([C@@:8]([C:13]2[CH:18]=[CH:17][CH:16]=[CH:15][CH:14]=2)([OH:12])[C:9]([OH:11])=[O:10])=[CH:6][CH:5]=1)([O-])=O.NN>C(O)C.[Ni]>[NH2:1][C:4]1[CH:20]=[CH:19][C:7]([C@@:8]([C:13]2[CH:18]=[CH:17][CH:16]=[CH:15][CH:14]=2)([OH:12])[C:9]([OH:11])=[O:10])=[CH:6][CH:5]=1. Procedure details: A solution of (R)-4-nitrobenzilic acid (2.0 g, 7.33 mmol) in ethanol (25 ml) was treated with hydrazine (1.0 ml) and Raney-Ni (0.8 g) and stirred at room temperature for 18 hours under a nitrogen atmosphere. The Raney-Ni powder was removed by filtration, washed with ethanol, the ethanol layer concentrated to a small volume and diluted with water (75 ml). The aqueous layer was extracted with ether (2×50 ml) and the aqueous layer was evaporated under vacuum to provide a light yellow solid of (R)-4... The reactants are C1(=CC=CC=C1)C1=NC2=CC=CC=C2C(=C1)CCCC(=O)O (2-phenyl-4-quinolinebutanoic acid), [OH-].[K+] (potassium hydroxide), O=C(CCCC(=O)O)C1=CC(=NC2=CC=CC=C12)C1=CC=CC=C1 (δ-oxo-2-phenyl-4-quinolinepentanoic acid), O.NN (hydrazine hydrate). The solvent is C(COCCO)O (diethylene glycol). Product: C1(=CC=CC=C1)C1=NC2=CC=CC=C2C(=C1)CCCCC(=O)O (2-Phenyl-4-quinolinepentanoic acid). Yield: 90.9%. Reaction SMILES: C1(C2C=C(CCCC(O)=O)C3C(=CC=CC=3)N=2)C=CC=CC=1.O=[C:24]([C:31]1[C:40]2[C:35](=[CH:36][CH:37]=[CH:38][CH:39]=2)[N:34]=[C:33]([C:41]2[CH:46]=[CH:45][CH:44]=[CH:43][CH:42]=2)[CH:32]=1)[CH2:25][CH2:26][CH2:27][C:28]([OH:30])=[O:29].O.NN.[OH-].[K+]>C(O)COCCO>[C:41]1([C:33]2[CH:32]=[C:31]([CH2:24][CH2:25][CH2:26][CH2:27][C:28]([OH:30])=[O:29])[C:40]3[C:35](=[CH:36][CH:37]=[CH:38][CH:39]=3)[N:34]=2)[CH:42]=[CH:43][CH:44]=[CH:45][CH:46]=1 |f:2.3,4.5|. Procedure details: The procedure is the same as that used for preparing 2-phenyl-4-quinolinebutanoic acid described in Example 24, but starting with δ-oxo-2-phenyl-4-quinolinepentanoic acid (4.6 g), 98% pure hydrazine hydrate (2.15 g), potassium hydroxide pellets (2.4 g) and diethylene glycol (14 cc). 2-Phenyl-4-quinolinepentanoic acid (4 g) is thereby isolated, its proton NMR spectrum in deuterated chloroform showing the following characteristics: Starting materials: C(=O)OCC (Ethyl formate), C(C1=CC=CC=C1)C=1SC=C(N1)C1=CC=NC=C1 (2-benzyl-4-(4-pyridyl)thiazole), CN(CCN(C)C)C (tetramethylethylenediamine), C(CCC)[Li] (n-butyl lithium). Solvent: O1CCCC1 (tetrahydrofuran). Run at temperature -78 celsius, time 15 minute. The product is C1(=CC=CC=C1)C(C=O)C=1SC=C(N1)C1=CC=NC=C1 (2-phenyl-2-[4-(4-pyridyl)-2-thiazolyl]acetaldehyde). Yield: 39.0%. Reaction SMILES: [CH2:1]([C:8]1[S:9][CH:10]=[C:11]([C:13]2[CH:18]=[CH:17][N:16]=[CH:15][CH:14]=2)[N:12]=1)[C:2]1[CH:7]=[CH:6][CH:5]=[CH:4][CH:3]=1.CN(C)CCN(C)C.C([Li])CCC.[CH:32](OCC)=[O:33]>O1CCCC1>[C:2]1([CH:1]([C:8]2[S:9][CH:10]=[C:11]([C:13]3[CH:14]=[CH:15][N:16]=[CH:17][CH:18]=3)[N:12]=2)[CH:32]=[O:33])[CH:3]=[CH:4][CH:5]=[CH:6][CH:7]=1. Procedure details: To a solution of 2-benzyl-4-(4-pyridyl)thiazole (4.00 g, 0.016 mol) and tetramethylethylenediamine (2.5 mL) in dry tetrahydrofuran (35 mL) at -78° C. under nitrogen atmosphere was added dropwise n-butyl lithium (1.6M in hexane, 11.4 mL). The resulting dark mixture was allowed to stir at -78° C. for 15 minutes, warmed to 0° C. for 2 hours, then cooled to -78° C. Ethyl formate (1.47 mL) was added dropwise and the mixture allowed to stir at -78° C. for 30 minutes then at 0° C. for one hour. The rea... Reactants: stannic chloride, C1(=CC=CC=C1)O (phenol), P(=O)(OCC(C(=C)C)(C1=CC=CC=C1)C1=CC=CC=C1)([O-])[O-] (diphenyl-3-methyl-3-buten-1-yl phosphate), P(=O)(OCC(C(=C)C)(C1=CC=CC=C1)C1=CC=CC=C1)([O-])[O-] (diphenyl-3-methyl-3-buten-1-yl phosphate). Run in C(=S)=S (carbon disulfide). Conditions: temperature 0 celsius, time 0.5 hour. Yields the product CC1(CCOC2=CC=CC=C12)C (4,4-Dimethylchroman). Reaction SMILES: [C:1]1([OH:7])[CH:6]=[CH:5][CH:4]=[CH:3][CH:2]=1.P([O-])([O-])(O[CH2:11][C:12](C1C=CC=CC=1)([C:16]1C=CC=CC=1)[C:13](C)=[CH2:14])=O>C(=S)=S>[CH3:11][C:12]1([CH3:16])[C:6]2[C:1](=[CH:2][CH:3]=[CH:4][CH:5]=2)[O:7][CH2:14][CH2:13]1. Procedure: To a dry, ice-cooled flask containing 34.95g (0.134 mol) of stannic chloride was added quickly under argon 63.0g (0.669 mol) of phenol. The mixture was stirred at 0 degrees C. for 0.5 hour and then treated with 43.0g (0.135 mol) of diphenyl-3-methyl-3-buten-1-yl phosphate (Compound 75), followed by a 5 ml carbon disulfide rinse. The mixture was stirred at room temperature for 21 hours and then quenched by pouring onto 700 g ice and 1 liter of 1.5N NaOH. The mixture was extracted with 1×600 ml an... The reactants are C(C)(C)(C)OC(NCCCN(S(=O)(=O)C)CC1=CC(=CC=C1)C1=NC(=NC=C1)Cl)=O ((3-{[3-(2-Chloro-pyrimidin-4-yl)-benzyl]-methanesulfonyl-amino}-propyl)-carbamic acid tert-butyl ester), NCC(O)C=1C=C(C=CC1)O (3-(2-Amino-1-hydroxy-ethyl)-phenol), 472. Yields the product NCCCN(S(=O)(=O)C)CC1=CC(=CC=C1)C1=NC(=NC=C1)NCC(C1=CC(=CC=C1)O)O (N-(3-Amino-propyl)-N-(3-{2-[2-hydroxy-2-(3-hydroxy-phenyl)-ethylamino]-pyrimidin-4-yl}-benzyl)-methanesulfonamide). Reaction SMILES: C(OC(=O)[NH:7][CH2:8][CH2:9][CH2:10][N:11]([CH2:16][C:17]1[CH:22]=[CH:21][CH:20]=[C:19]([C:23]2[CH:28]=[CH:27][N:26]=[C:25](Cl)[N:24]=2)[CH:18]=1)[S:12]([CH3:15])(=[O:14])=[O:13])(C)(C)C.[NH2:31][CH2:32][CH:33]([C:35]1[CH:36]=[C:37]([OH:41])[CH:38]=[CH:39][CH:40]=1)[OH:34]>>[NH2:7][CH2:8][CH2:9][CH2:10][N:11]([CH2:16][C:17]1[CH:22]=[CH:21][CH:20]=[C:19]([C:23]2[CH:28]=[CH:27][N:26]=[C:25]([NH:31][CH2:32][CH:33]([OH:34])[C:35]3[CH:40]=[CH:39][CH:38]=[C:37]([OH:41])[CH:36]=3)[N:24]=2)[CH:18]=1)[S:12]([CH3:15])(=[O:13])=[O:14]. Reported procedure: Intermediate 4 was coupled with 3-(2-Amino-1-hydroxy-ethyl)-phenol following procedure F and the resulting product deprotected following procedure G. LC-MS showed the product had the expected M+H+ of 472. 1H NMR (Varian 300 MHz, CDCl3—CD3OD, shifts relative to the solvent peak at 7.24 ppm) δ 8.1 (m, 2H) 7.9 (m, 1H) 7.6 (m, 1H) 7.5 (m, 1H) 7.3 (m, 1H) 7.0 (m, 1H) 6.8 (m, 2H) 6.6 (m, 1H) 4.8 (m, 1H) 4.4 (s, 2H) 3.8 (m, 2H) 3.3 (m, 2H) 2.9 (s, 3H) 2.7 (m, 2H) 1.7 (m, 2H).